From a dataset of the Open Reaction Database (ORD), a public repository of structured organic reaction records. describe an organic reaction: reactants, conditions, products, and yield The reactants are O=C([O-])[O-], CC1CCC[NH2+]1, CC#N, O=C1CCC(c2ccc(OCCCCl)cc2)=NN1, [I-], [K+], [K+], [K+], O=S(=O)([O-])c1ccccc1. Product: CC1CCCN1CCCOc1ccc(C2=NNC(=O)CC2)cc1. As a reaction SMILES: [C:35](=[O:36])([O-:37])[O-:38].[CH3:19][CH:20]1[NH2+:21][CH2:22][CH2:23][CH2:24]1.[CH3:43][C:44]#[N:45].[Cl:1][CH2:2][CH2:3][CH2:4][O:5][c:6]1[cH:7][cH:8][c:9]([C:12]2=[N:17][NH:16][C:15](=[O:18])[CH2:14][CH2:13]2)[cH:10][cH:11]1.[I-:42].[K+:39].[K+:40].[K+:41].[c:25]1([S:26]([O-:27])(=[O:28])=[O:29])[cH:30][cH:31][cH:32][cH:33][cH:34]1>>[CH2:2]([CH2:3][CH2:4][O:5][c:6]1[cH:7][cH:8][c:9]([C:12]2=[N:17][NH:16][C:15](=[O:18])[CH2:14][CH2:13]2)[cH:10][cH:11]1)[N:21]1[CH:20]([CH3:19])[CH2:24][CH2:23][CH2:22]1. The reactants are C(C)(C)[C@H]1C(O[C@@H](C1)[C@H](C[C@@H](C(C)C)C(=O)N1C(OC[C@@H]1CC1=CC=CC=C1)=O)N=[N+]=[N-])=O (3(S)-isopropyl-5(S)-{1(S)-azido-4-methyl-3(S)-[(4(S)-benzyl-oxazolidin-2-on-3-yl)-carbonyl]-pentyl}-tetrahydrofuran-2-one), OO (hydrogen peroxide), [OH-].[Li+] (lithium hydroxide), S(=O)([O-])[O-].[Na+].[Na+] (sodium sulfite), lactone, C1(=CC=C(C=C1)S(=O)(=O)O)C (p-toluenesulfonic acid). Run in O1CCCC1 (tetrahydrofuran), O (water), C1(=CC=CC=C1)C (toluene). Product: C(C)(C)[C@H]1C(O[C@@H](C1)[C@H](C[C@@H](C(C)C)C(=O)O)N=[N+]=[N-])=O (3(S)-Isopropyl-5(S)-(1 (S)-azido-3(S)-carboxy-4-methyl-pentyl)-tetrahydrofuran-2-one). Procedure details: 175 ml of water, 74 ml of 30% hydrogen peroxide solution and 5.9 g of lithium hydroxide are slowly added in succession to a solution, stirred at -5° C., of 55.3 g of 3(S)-isopropyl-5(S)-{1(S)-azido-4-methyl-3(S)-[(4(S)-benzyl-oxazolidin-2-on-3-yl)-carbonyl]-pentyl}-tetrahydrofuran-2-one in 500 ml of tetrahydrofuran. The reaction mixture is stirred for one hour at 5° C. and for 150 minutes at room temperature, and then 750 ml of aqueous 1M sodium sulfite solution are added at 3° C. over a period ... Reaction SMILES: OO.[OH-].[Li+].[CH:5]([C@@H:8]1[CH2:12][C@@H:11]([C@@H:13]([N:34]=[N+:35]=[N-:36])[CH2:14][C@H:15]([C:19](N2[C@@H](CC3C=CC=CC=3)COC2=O)=[O:20])[CH:16]([CH3:18])[CH3:17])[O:10][C:9]1=[O:37])([CH3:7])[CH3:6].S([O-])([O-])=[O:39].[Na+].[Na+].C1(C)C=CC(S(O)(=O)=O)=CC=1>O1CCCC1.C1(C)C=CC=CC=1.O>[CH:5]([C@@H:8]1[CH2:12][C@@H:11]([C@@H:13]([N:34]=[N+:35]=[N-:36])[CH2:14][C@H:15]([C:19]([OH:20])=[O:39])[CH:16]([CH3:17])[CH3:18])[O:10][C:9]1=[O:37])([CH3:6])[CH3:7] |f:1.2,4.5.6|. Run at temperature 5 celsius, time 150 minute. Starting materials: ethyl ester, NC1=CC=C(C(C(=O)O)(O)C2=CC=CC=C2)C=C1 (4-aminobenzilic acid), N12CC(C(CC1)CC2)O (quinuclidin-3-ol), ethyl ester. Yields the product NC1=CC=C(C(C(=O)OC2CN3CCC2CC3)(O)C3=CC=CC=C3)C=C1 (3-quinuclidinyl 4-aminobenzilate). RXN SMILES: [NH2:1][C:2]1[CH:18]=[CH:17][C:5]([C:6]([C:11]2[CH:16]=[CH:15][CH:14]=[CH:13][CH:12]=2)([OH:10])[C:7]([OH:9])=[O:8])=[CH:4][CH:3]=1.[N:19]12[CH2:26][CH2:25][CH:22]([CH2:23][CH2:24]1)[CH:21](O)[CH2:20]2>>[NH2:1][C:2]1[CH:18]=[CH:17][C:5]([C:6]([C:11]2[CH:16]=[CH:15][CH:14]=[CH:13][CH:12]=2)([OH:10])[C:7]([O:9][CH:21]2[CH:22]3[CH2:25][CH2:26][N:19]([CH2:24][CH2:23]3)[CH2:20]2)=[O:8])=[CH:4][CH:3]=1. Procedure details: The 4-aminobenzil may be prepared according to the method of Augl et al, Annu. Conf., SPE, Reinf. Plastic/Compos. Div. Proc., 26th, 19D, 1 (1971). The 4-aminobenzil is rearranged to yield 4-aminobenzilic acid which is in turn esterfied to produce the ethyl ester. The ethyl ester of the 4-aminobenzilic acid is then reacted with quinuclidin-3-ol to give the expected 3-quinuclidinyl 4-aminobenzilate (4-amino-QNB). The purified 4-amino-QNB is then converted to the 4-triazeno-QNB according to the pro... The reactants are C(C)(C)(C)OC(NC(CO)C1=CC(=CC=C1)Br)=O ([1-(3-bromo-phenyl)-2-hydroxy-ethyl]-carbamic acid tert-butyl ester), N1=CC(=CC=C1)B(O)O (pyridine-3-boronic acid), C([O-])([O-])=O.[Cs+].[Cs+] (cesium carbonate), O (water). Reagents/catalysts: C=1C=CC(=CC1)[P](C=2C=CC=CC2)(C=3C=CC=CC3)[Pd]([P](C=4C=CC=CC4)(C=5C=CC=CC5)C=6C=CC=CC6)([P](C=7C=CC=CC7)(C=8C=CC=CC8)C=9C=CC=CC9)[P](C=1C=CC=CC1)(C=1C=CC=CC1)C=1C=CC=CC1 (Pd(PPh3)4). The solvent is C(C)(=O)OCC (ethyl acetate). Conditions: temperature 100 celsius, time 1 hour. The product is NC(CO)C1=CC(=CC=C1)C=1C=NC=CC1 (2-Amino-2-(3-pyridin-3-yl-phenyl)-ethanol). The yield is 100.7%. As a reaction SMILES: C(OC(=O)[NH:7][CH:8]([C:11]1[CH:16]=[CH:15][CH:14]=[C:13](Br)[CH:12]=1)[CH2:9][OH:10])(C)(C)C.[N:19]1[CH:24]=[CH:23][CH:22]=[C:21](B(O)O)[CH:20]=1.C(=O)([O-])[O-].[Cs+].[Cs+].O>C1C=CC([P]([Pd]([P](C2C=CC=CC=2)(C2C=CC=CC=2)C2C=CC=CC=2)([P](C2C=CC=CC=2)(C2C=CC=CC=2)C2C=CC=CC=2)[P](C2C=CC=CC=2)(C2C=CC=CC=2)C2C=CC=CC=2)(C2C=CC=CC=2)C2C=CC=CC=2)=CC=1.C(OCC)(=O)C>[NH2:7][CH:8]([C:11]1[CH:16]=[CH:15][CH:14]=[C:13]([C:21]2[CH:20]=[N:19][CH:24]=[CH:23][CH:22]=2)[CH:12]=1)[CH2:9][OH:10] |f:2.3.4,^1:38,40,59,78|. Procedure details: To a solution of [1-(3-bromo-phenyl)-2-hydroxy-ethyl]-carbamic acid tert-butyl ester (160 mg, 0.51 mmol) in ethyleneglycoldimethylether (10 mL) in a sealed tube were added pyridine-3-boronic acid (82 mg, 0.66 mmol), cesium carbonate (500 mg, 1.53 mmol) and water (2 mL). Argon was bubbled through the solution for 10 min, and Pd(PPh3)4 (30 mg, 0.025 mmol) was added. The reaction mixture was heated at 100° C. for 6 h. The reaction mixture was cooled down to room temperature, and ethyl acetate (20 m... The reactants are O=C(OCc1ccccc1)N1CCC(COc2ccc([N+](=O)[O-])cc2)CC1, CCO, Cl, [Zn]. The product is Nc1ccc(OCC2CCN(C(=O)OCc3ccccc3)CC2)cc1. As a reaction SMILES: [CH2:1]([c:2]1[cH:3][cH:4][cH:5][cH:6][cH:7]1)[O:8][C:9](=[O:10])[N:11]1[CH2:12][CH2:13][CH:14]([CH2:17][O:18][c:19]2[cH:20][cH:21][c:22]([N+:25]([O-:26])=[O:27])[cH:23][cH:24]2)[CH2:15][CH2:16]1.[CH3:28][CH2:29][OH:30].[ClH:31].[Zn:32]>>[CH2:1]([c:2]1[cH:3][cH:4][cH:5][cH:6][cH:7]1)[O:8][C:9](=[O:10])[N:11]1[CH2:12][CH2:13][CH:14]([CH2:17][O:18][c:19]2[cH:20][cH:21][c:22]([NH2:25])[cH:23][cH:24]2)[CH2:15][CH2:16]1.